This data is from the Open Reaction Database (ORD), a public repository of structured organic reaction records. The task is: describe an organic reaction: reactants, conditions, products, and yield Reactants: C(C)(C)(C)OC(CN1C=CC2=CC=C(C=C12)OC(CCCO)C1=C(N=C(S1)C1=CC=C(C=C1)C(F)(F)F)C)=O ([rac]-(6-{4-hydroxy-1-[4-methyl-2-(4-trifluoromethyl-phenyl)-thiazol-5-yl]-butoxy}-indol-1-yl)-acetic acid tert-butyl ester), [Li+].[OH-] (LiOH). Yields the product OCCCC(OC1=CC=C2C=CN(C2=C1)CC(=O)O)C1=C(N=C(S1)C1=CC=C(C=C1)C(F)(F)F)C ([rac]-(6-{4-hydroxy-1-[4-methyl-2-(4-trifluoromethyl-phenyl)-thiazol-5-yl]-butoxy}-indol-1-yl)-acetic acid). Reaction SMILES: C([O:5][C:6](=[O:39])[CH2:7][N:8]1[C:16]2[C:11](=[CH:12][CH:13]=[C:14]([O:17][CH:18]([C:23]3[S:27][C:26]([C:28]4[CH:33]=[CH:32][C:31]([C:34]([F:37])([F:36])[F:35])=[CH:30][CH:29]=4)=[N:25][C:24]=3[CH3:38])[CH2:19][CH2:20][CH2:21][OH:22])[CH:15]=2)[CH:10]=[CH:9]1)(C)(C)C.[Li+].[OH-]>>[OH:22][CH2:21][CH2:20][CH2:19][CH:18]([C:23]1[S:27][C:26]([C:28]2[CH:29]=[CH:30][C:31]([C:34]([F:37])([F:36])[F:35])=[CH:32][CH:33]=2)=[N:25][C:24]=1[CH3:38])[O:17][C:14]1[CH:15]=[C:16]2[C:11]([CH:10]=[CH:9][N:8]2[CH2:7][C:6]([OH:39])=[O:5])=[CH:12][CH:13]=1 |f:1.2|. Procedure: In analogy to the procedure described in example 2 c], [rac]-(6-{4-hydroxy-1-[4-methyl-2-(4-trifluoromethyl-phenyl)-thiazol-5-yl]-butoxy}-indol-1-yl)-acetic acid tert-butyl ester was treated with LiOH to obtain [rac]-(6-{4-hydroxy-1-[4-methyl-2-(4-trifluoromethyl-phenyl)-thiazol-5-yl]-butoxy}-indol-1-yl)-acetic acid as brown crystals. Starting materials: FC(COC1=CC=C(N)C=C1)(C(F)F)F (4-(2,2,3,3-Tetrafluoropropoxy)aniline), C(=O)C1=CC=C(C(=O)Cl)C=C1 (4-formylbenzoyl chloride), C(O)([O-])=O.[Na+] (sodium hydrogencarbonate), ( 2 ), C(C)(C)N(C(C)C)CC (N,N-diisopropylethylamine). The solvent is O1CCCC1 (tetrahydrofuran), O1CCCC1 (tetrahydrofuran). Conditions: temperature 0 celsius, time 20 minute. Yields the product C(=O)C1=CC=C(C(=O)NC2=CC=C(C=C2)OCC(C(F)F)(F)F)C=C1 (4-formyl-4′-(2,2,3,3-tetrafluoropropoxy)benzanilide). Isolated yield 61.5%. RXN SMILES: [F:1][C:2]([F:15])([CH:12]([F:14])[F:13])[CH2:3][O:4][C:5]1[CH:11]=[CH:10][C:8]([NH2:9])=[CH:7][CH:6]=1.C(N(CC)C(C)C)(C)C.[CH:25]([C:27]1[CH:35]=[CH:34][C:30]([C:31](Cl)=[O:32])=[CH:29][CH:28]=1)=[O:26].C(=O)([O-])O.[Na+]>O1CCCC1>[CH:25]([C:27]1[CH:35]=[CH:34][C:30]([C:31]([NH:9][C:8]2[CH:10]=[CH:11][C:5]([O:4][CH2:3][C:2]([F:15])([F:1])[CH:12]([F:13])[F:14])=[CH:6][CH:7]=2)=[O:32])=[CH:29][CH:28]=1)=[O:26] |f:3.4|. Reported procedure: Commercially available 4-formylbenzoic acid (5.0 g, 33.3 mmol) was dissolved in a mixture of anhydrous tetrahydrofuran (100 ml) and anhydrous N,N-dimethylformamide (1 ml) and the mixture was cooled with stirring to 0° C. To the resulting mixture was added dropwise oxalyl chloride (3.8 ml, 43.3 mmol). The mixture was stirred at room temperature for 30 minutes and then at 40° C. for 20 minutes. The reaction mixture was concentrated under reduced pressure and then in vacuo to afford 4-formylbenzoyl... The reactants are O=c1[nH]ncn1-c1ccc(OC(F)(F)C(F)F)cc1, CC(O)C1(c2ccc(F)cc2F)CO1. Product: CC(n1ncn(-c2ccc(OC(F)(F)C(F)F)cc2)c1=O)C1(c2ccc(F)cc2F)CO1. As a reaction SMILES: [F:15][C:16]([CH:17]([F:18])[F:19])([O:20][c:21]1[cH:22][cH:23][c:24](-[n:27]2[c:28](=[O:32])[nH:29][n:30][cH:31]2)[cH:25][cH:26]1)[F:33].[F:1][c:2]1[c:3]([C:9]2([CH:12]([CH3:13])[OH:14])[O:10][CH2:11]2)[cH:4][cH:5][c:6]([F:8])[cH:7]1>>[F:1][c:2]1[c:3]([C:9]2([CH:12]([CH3:13])[n:29]3[c:28](=[O:32])[n:27](-[c:24]4[cH:23][cH:22][c:21]([O:20][C:16]([F:15])([CH:17]([F:18])[F:19])[F:33])[cH:26][cH:25]4)[cH:31][n:30]3)[O:10][CH2:11]2)[cH:4][cH:5][c:6]([F:8])[cH:7]1. The reactants are CC(=O)c1ccc(N=C=O)cc1, NCCCN1Cc2ccccc2CC1Cc1ccc(F)cc1. The product is CC(=O)c1ccc(NC(=O)NCCCN2Cc3ccccc3CC2Cc2ccc(F)cc2)cc1. Reaction SMILES: [C:23]([CH3:24])(=[O:25])[c:26]1[cH:27][cH:28][c:29]([N:32]=[C:33]=[O:34])[cH:30][cH:31]1.[F:1][c:2]1[cH:3][cH:4][c:5]([CH2:6][CH:7]2[N:8]([CH2:17][CH2:18][CH2:19][NH2:20])[CH2:9][c:10]3[cH:11][cH:12][cH:13][cH:14][c:15]3[CH2:16]2)[cH:21][cH:22]1>>[F:1][c:2]1[cH:3][cH:4][c:5]([CH2:6][CH:7]2[N:8]([CH2:17][CH2:18][CH2:19][NH:20][C:33]([NH:32][c:29]3[cH:28][cH:27][c:26]([C:23]([CH3:24])=[O:25])[cH:31][cH:30]3)=[O:34])[CH2:9][c:10]3[cH:11][cH:12][cH:13][cH:14][c:15]3[CH2:16]2)[cH:21][cH:22]1. Starting materials: [Br-], C1CCOC1, Cl, CON(C)C(=O)c1cc(-c2cc(C)cc(Cl)c2)cnc1N, [Mg+]c1ccccc1. Yields the product Cc1cc(Cl)cc(-c2cnc(N)c(C(=O)c3ccccc3)c2)c1. Reaction SMILES: [Br-:1].[CH2:31]1[O:32][CH2:33][CH2:34][CH2:35]1.[ClH:30].[NH2:9][c:10]1[c:11]([C:12](=[O:13])[N:14]([O:15][CH3:16])[CH3:17])[cH:18][c:19](-[c:22]2[cH:23][c:24]([Cl:29])[cH:25][c:26]([CH3:28])[cH:27]2)[cH:20][n:21]1.[c:2]1([Mg+:8])[cH:3][cH:4][cH:5][cH:6][cH:7]1>>[c:2]1([C:12]([c:11]2[c:10]([NH2:9])[n:21][cH:20][c:19](-[c:22]3[cH:23][c:24]([Cl:29])[cH:25][c:26]([CH3:28])[cH:27]3)[cH:18]2)=[O:13])[cH:3][cH:4][cH:5][cH:6][cH:7]1. The reactants are [Al+3], O=C(O)c1ccc(Br)cc1OC1CCCCC1, Cl, [H-], [H-], [H-], [H-], [Li+], C1CCOC1. Yields the product OCc1ccc(Br)cc1OC1CCCCC1. Reaction SMILES: [Al+3:2].[Br:7][c:8]1[cH:9][c:10]([O:17][CH:18]2[CH2:19][CH2:20][CH2:21][CH2:22][CH2:23]2)[c:11]([C:12](=[O:13])[OH:14])[cH:15][cH:16]1.[ClH:24].[H-:1].[H-:4].[H-:5].[H-:6].[Li+:3].[O:25]1[CH2:26][CH2:27][CH2:28][CH2:29]1>>[Br:7][c:8]1[cH:9][c:10]([O:17][CH:18]2[CH2:19][CH2:20][CH2:21][CH2:22][CH2:23]2)[c:11]([CH2:12][OH:13])[cH:15][cH:16]1. The reactants are sulfinates, sulfinates, iodides, sulfonyl fluorides C4F9SO2F, C(F)(F)(C(F)(F)C(F)(F)C(F)(F)C(F)(F)C(F)(F)F)S(=O)(=O)F (C6F13SO2F), [O-]S(=O)[O-].[Na+].[Na+] (Na2SO3), O (water). Run in O1CCOCC1 (dioxane). The product is sulfinates C4F9SO2Na, C(F)(F)(C(F)(F)C(F)(F)C(F)(F)C(F)(F)C(F)(F)F)S(=O)O[Na] (C6F13SO2Na). As a reaction SMILES: [C:1]([S:20](F)(=[O:22])=[O:21])([C:4]([C:7]([C:10]([C:13]([C:16]([F:19])([F:18])[F:17])([F:15])[F:14])([F:12])[F:11])([F:9])[F:8])([F:6])[F:5])([F:3])[F:2].[O-]S([O-])=O.[Na+:28].[Na+].O>O1CCOCC1>[C:1]([S:20]([O:22][Na:28])=[O:21])([C:4]([C:7]([C:10]([C:13]([C:16]([F:19])([F:18])[F:17])([F:15])[F:14])([F:12])[F:11])([F:9])[F:8])([F:6])[F:5])([F:3])[F:2] |f:1.2.3|. Procedure: Fluorochemical sulfinates can be prepared by deiodosulfination of the corresponding iodides following the general procedure of Hu et al. in J. Org. Chem., Vol. 56, No. 8, 1991, page 2803. The fluorochemical sulfinates C4F9SO2Na and C6F13SO2Na were prepared by reduction of the corresponding sulfonyl fluorides C4F9SO2F and C6F13SO2F with Na2SO3 in a one to one mixture of water and dioxane. See also, U.S. Pat. No. 5,285,002, supra. The purity of these fluorochemical sulfinates, as determined by 19F...